The task is: describe an organic reaction: reactants, conditions, products, and yield. This data is from the Open Reaction Database (ORD), a public repository of structured organic reaction records. Product: C(C)(C)(C)OC(=O)N1CC(CC1)NC(=O)OCC1=CC=CC=C1 (3-Benzyloxycarbonylamino-pyrrolidine-1-carboxylic acid tert-butyl ester). The solvent is O1CCOCC1.O (dioxane water), C(C)(=O)OCC (ethyl acetate). Conditions: time 12 hour. As a reaction SMILES: [NH2:1][CH:2]1[CH2:6][CH2:5][N:4]([C:7]([O:9][C:10]([CH3:13])([CH3:12])[CH3:11])=[O:8])[CH2:3]1.C([O-])(O)=O.[Na+].[CH2:19]([O:26][C:27](ON1C(=O)CCC1=O)=[O:28])[C:20]1[CH:25]=[CH:24][CH:23]=[CH:22][CH:21]=1>O1CCOCC1.O.C(OCC)(=O)C>[C:10]([O:9][C:7]([N:4]1[CH2:5][CH2:6][CH:2]([NH:1][C:27]([O:26][CH2:19][C:20]2[CH:25]=[CH:24][CH:23]=[CH:22][CH:21]=2)=[O:28])[CH2:3]1)=[O:8])([CH3:13])([CH3:12])[CH3:11] |f:1.2,4.5|. Procedure: A mixture of 2.05 g 3-amino-1-N-Boc-pyrrolidine, 1.85 g NaHCO3 and 3.17 g N-(Benzyloxycarbonyloxy)succinimide in 10 ml dioxane/water 1:1 was stirred for 12 h at RT. The reaction mixture was diluted with ethyl acetate, the phases separated and the organic phase washed with saturated NaHCO3 and brine. The crude product obtained after evaporation of the solvent was used in the next reaction step without further purification. Reactants: NC1CN(CC1)C(=O)OC(C)(C)C (3-amino-1-N-Boc-pyrrolidine), C(=O)(O)[O-].[Na+] (NaHCO3), C(C1=CC=CC=C1)OC(=O)ON1C(CCC1=O)=O (N-(Benzyloxycarbonyloxy)succinimide).